Dataset: the Open Reaction Database (ORD), a public repository of structured organic reaction records. Task: describe an organic reaction: reactants, conditions, products, and yield The reactants are OC1=CC=2C3(C4=CC(=CC=C4OC2C=C1)C=1C=NC=NC1)N=C(OC3)N (2′-hydroxy-7′-(5-pyrimidinyl)spiro[1,3-oxazole-4,9′-xanthen]-2-amine), C([O-])([O-])=O.[Cs+].[Cs+] (cesium carbonate), CN(C)C=O (DMF), ICCC (1-iodopropane). The solvent is O (water). Reaction conditions: time 18 hour. Product: C(CC)OC1=CC=2C3(C4=CC(=CC=C4OC2C=C1)C=1C=NC=NC1)N=C(OC3)N (2′-(1-propyloxy)-7′-(5-pyrimidinyl)spiro[1,3-oxazole-4,9′-xanthen]-2-amine). As a reaction SMILES: [OH:1][C:2]1[CH:15]=[CH:14][C:13]2[O:12][C:11]3[C:6](=[CH:7][C:8]([C:16]4[CH:17]=[N:18][CH:19]=[N:20][CH:21]=4)=[CH:9][CH:10]=3)[C:5]3([CH2:25][O:24][C:23]([NH2:26])=[N:22]3)[C:4]=2[CH:3]=1.C(=O)([O-])[O-].[Cs+].[Cs+].CN(C=O)C.I[CH2:39][CH2:40][CH3:41]>O>[CH2:39]([O:1][C:2]1[CH:15]=[CH:14][C:13]2[O:12][C:11]3[C:6](=[CH:7][C:8]([C:16]4[CH:17]=[N:18][CH:19]=[N:20][CH:21]=4)=[CH:9][CH:10]=3)[C:5]3([CH2:25][O:24][C:23]([NH2:26])=[N:22]3)[C:4]=2[CH:3]=1)[CH2:40][CH3:41] |f:1.2.3|. Procedure details: A glass vial was charged with 2′-hydroxy-7′-(5-pyrimidinyl)spiro[1,3-oxazole-4,9′-xanthen]-2-amine (prepared as described in Example 2; 53.68 mg, 155 μmol), cesium carbonate (75.7 mg, 232 μmol), DMF (0.62 mL), and 1-iodopropane (16.6 μl, 170 μmol). The mixture was stirred at RT for 18 h, then poured into water (10 mL) and extracted with EtOAc (3×7 mL). The combined organic extracts were dried over sodium sulfate, filtered, and evaporated. The residue was purified by chromatography on silica gel ...